Dataset: the Open Reaction Database (ORD), a public repository of structured organic reaction records. Task: describe an organic reaction: reactants, conditions, products, and yield The reactants are FC(C=1C=C(C=CC1)N1CCNCC1)(F)F (1-(3-trifluoromethylphenyl)piperazine), CC=1C=C(C=CC1C)N1CCNCC1 (1-(3,4-dimethylphenyl)piperazine). The product is FC(C=1C=C(C=CC1)N1CCN(CC1)CC=1C=C2NCCNC2=CC1)(F)F (6-[4-(3-Trifluoromethylphenyl)piperazin-1-ylmethyl]-1,2,3,4-tetrahydroquinoxaline). RXN SMILES: [F:1][C:2]([F:16])([F:15])[C:3]1[CH:4]=[C:5]([N:9]2[CH2:14][CH2:13][NH:12][CH2:11][CH2:10]2)[CH:6]=[CH:7][CH:8]=1.C[C:18]1[CH:19]=[C:20]([N:25]2CC[NH:28][CH2:27][CH2:26]2)[CH:21]=[CH:22][C:23]=1[CH3:24]>>[F:16][C:2]([F:1])([F:15])[C:3]1[CH:4]=[C:5]([N:9]2[CH2:14][CH2:13][N:12]([CH2:24][C:23]3[CH:22]=[C:21]4[C:20](=[CH:19][CH:18]=3)[NH:25][CH2:26][CH2:27][NH:28]4)[CH2:11][CH2:10]2)[CH:6]=[CH:7][CH:8]=1. Procedure: Example 11 was prepared according to Example 2 except that in Step A 1-(3-trifluoromethylphenyl)piperazine is substituted for 1-(3,4-dimethylphenyl)piperazine; mp 88°-91° C. The reactants are C(CC(=O)OC(C)(C)C)(=O)OC(C)(C)C (Di-tert-butyl malonate), [H-].[Na+] (sodium hydride), [H-].[Na+] (sodium hydride), C(C1=CC=CC=C1)OC1=C(C(=CC=C1[N+](=O)[O-])F)F (1-benzyloxy-2,3-difluoro-6-nitrobenzene), C(CC(=O)OC(C)(C)C)(=O)OC(C)(C)C (di-tert-butyl malonate). The solvent is ice water, C1CCOC1 (THF). Reaction conditions: temperature 0 celsius, time 9 hour. The product is C(C1=CC=CC=C1)OC=1C(=C(C=CC1[N+](=O)[O-])C(C(=O)OC(C)(C)C)C(=O)OC(C)(C)C)F (di-tert-butyl (3-benzyloxy-2-fluoro-4-nitrophenyl)malonate). The yield is 94.8%. As a reaction SMILES: [CH2:1]([O:8][C:9]1[C:14]([N+:15]([O-:17])=[O:16])=[CH:13][CH:12]=[C:11](F)[C:10]=1[F:19])[C:2]1[CH:7]=[CH:6][CH:5]=[CH:4][CH:3]=1.[C:20]([O:30][C:31]([CH3:34])([CH3:33])[CH3:32])(=[O:29])[CH2:21][C:22]([O:24][C:25]([CH3:28])([CH3:27])[CH3:26])=[O:23].[H-].[Na+]>C1COCC1>[CH2:1]([O:8][C:9]1[C:10]([F:19])=[C:11]([CH:21]([C:22]([O:24][C:25]([CH3:28])([CH3:27])[CH3:26])=[O:23])[C:20]([O:30][C:31]([CH3:34])([CH3:32])[CH3:33])=[O:29])[CH:12]=[CH:13][C:14]=1[N+:15]([O-:17])=[O:16])[C:2]1[CH:7]=[CH:6][CH:5]=[CH:4][CH:3]=1 |f:2.3|. Procedure details: In THF (100 ml) were dissolved 1-benzyloxy-2,3-difluoro-6-nitrobenzene (4.17 g, 15.7 mmol) and di-tert-butyl malonate (3.52 ml, 15.7 mmol). To the resulting solution was added sodium hydride (60% in oil, 1.26 g, 31.4 mmol) in portions under stirring at 0° C. The reaction mixture was stirred at 0° C. for 30 minutes and then at 80° C. for 9 hours. Di-tert-butyl malonate (7.04 ml, 31.4 mmol) and sodium hydride (60%; 2.52 g, 52.8 mmol) were added and the mixture was stirred at 80° C. for 2 days. Aft... Reactants: OCC=1C=C(OC2=C(C=CC=C2)CC(=O)OC)C=CC1 (Methyl 2-(3-hydroxymethylphenoxy)phenylacetate), [Cr](=O)(=O)([O-])Cl.[NH+]1=CC=CC=C1 (pyridinium chlorochromate). Run in C(Cl)Cl (methylene chloride). Conditions: time 2.5 hour. The product is C(=O)C=1C=C(OC2=C(C=CC=C2)CC(=O)OC)C=CC1 (methyl 2-(3-formylphenoxy)phenylacetate). Isolated yield 85.4%. As a reaction SMILES: [OH:1][CH2:2][C:3]1[CH:4]=[C:5]([CH:18]=[CH:19][CH:20]=1)[O:6][C:7]1[CH:12]=[CH:11][CH:10]=[CH:9][C:8]=1[CH2:13][C:14]([O:16][CH3:17])=[O:15].[Cr](Cl)([O-])(=O)=O.[NH+]1C=CC=CC=1>C(Cl)Cl>[CH:2]([C:3]1[CH:4]=[C:5]([CH:18]=[CH:19][CH:20]=1)[O:6][C:7]1[CH:12]=[CH:11][CH:10]=[CH:9][C:8]=1[CH2:13][C:14]([O:16][CH3:17])=[O:15])=[O:1] |f:1.2|. Reported procedure: Methyl 2-(3-hydroxymethylphenoxy)phenylacetate (10.0 g, preparared as described in Example 17) and celite (10 g) were mixed in methylene chloride (100 ml), and pyridinium chlorochromate (15.85 g) was added in one portion. After stirring at room temperature for 2.5 hours, the mixture was filtered and the filtrate was evaporated to give methyl 2-(3-formylphenoxy)phenylacetate as an orange oil (8.48 g), which was pure enough to use without further purification. Reactants: C(C)OC(=O)C=1NC=2CCCCC2C1O (3-hydroxy-4,5,6,7-tetrahydroindole-2-carboxylic acid ethyl ester), C(Br)C1CO1 (epibromohydrin), C([O-])([O-])=O.[K+].[K+] (potassium carbonate). Solvent: CC(=O)C (acetone). Product: C(=O)(OCC)C=1NC=2CCCCC2C1OCC1CO1 (1-(2-carboethoxy-4,5,6,7-tetrahydro-indol-3-oxy)-2,3-epoxypropane). Isolated yield 100.1%. RXN SMILES: [CH2:1]([O:3][C:4]([C:6]1[NH:7][C:8]2[CH2:9][CH2:10][CH2:11][CH2:12][C:13]=2[C:14]=1[OH:15])=[O:5])[CH3:2].[CH2:16]([CH:18]1[O:20][CH2:19]1)Br.C(=O)([O-])[O-].[K+].[K+]>CC(C)=O>[C:4]([C:6]1[NH:7][C:8]2[CH2:9][CH2:10][CH2:11][CH2:12][C:13]=2[C:14]=1[O:15][CH2:16][CH:18]1[O:20][CH2:19]1)([O:3][CH2:1][CH3:2])=[O:5] |f:2.3.4|. Procedure: Using the method described in Example V, 130 g of 3-hydroxy-4,5,6,7-tetrahydroindole-2-carboxylic acid ethyl ester, 170 g of epibromohydrin and 172 g of anhydrous potassium carbonate in 500 ml of acetone give 165 g of 1-(2-carboethoxy-4,5,6,7-tetrahydro-indol-3-oxy)-2,3-epoxypropane, of melting point 102°-104° C. Product: Nc1nc(Cl)nc(-c2ccc(-c3ccccc3)cc2)n1. As a reaction SMILES: [NH4+:21].[O:23]1[CH2:24][CH2:25][CH2:26][CH2:27]1.[OH-:22].[OH2:28].[c:1]1(-[c:15]2[cH:16][cH:17][cH:18][cH:19][cH:20]2)[cH:2][cH:3][c:4](-[c:7]2[n:8][c:9]([Cl:14])[n:10][c:11]([Cl:13])[n:12]2)[cH:5][cH:6]1>>[c:1]1(-[c:15]2[cH:16][cH:17][cH:18][cH:19][cH:20]2)[cH:2][cH:3][c:4](-[c:7]2[n:8][c:9]([Cl:14])[n:10][c:11]([NH2:21])[n:12]2)[cH:5][cH:6]1. Reactants: [NH4+], C1CCOC1, [OH-], O, Clc1nc(Cl)nc(-c2ccc(-c3ccccc3)cc2)n1. Starting materials: O=Cc1ccc(Br)cc1, O=C([O-])[O-], C1CCOC1, COCCOC, [Na+], [Na+], c1ccc(P(c2ccccc2)(c2ccccc2)[Pd](P(c2ccccc2)(c2ccccc2)c2ccccc2)(P(c2ccccc2)(c2ccccc2)c2ccccc2)P(c2ccccc2)(c2ccccc2)c2ccccc2)cc1, OB(O)c1cccs1. Yields the product O=Cc1ccc(-c2cccs2)cc1. Reaction SMILES: [Br:1][c:2]1[cH:3][cH:4][c:5]([CH:6]=[O:7])[cH:8][cH:9]1.[C:18](=[O:19])([O-:20])[O-:21].[CH2:30]1[O:31][CH2:32][CH2:33][CH2:34]1.[CH3:24][O:25][CH2:26][CH2:27][O:28][CH3:29].[Na+:22].[Na+:23].[cH:35]1[cH:36][cH:37][c:38]([P:39]([Pd:40]([P:41]([c:42]2[cH:43][cH:44][cH:45][cH:46][cH:47]2)([c:48]2[cH:49][cH:50][cH:51][cH:52][cH:53]2)[c:54]2[cH:55][cH:56][cH:57][cH:58][cH:59]2)([P:60]([c:61]2[cH:62][cH:63][cH:64][cH:65][cH:66]2)([c:67]2[cH:68][cH:69][cH:70][cH:71][cH:72]2)[c:73]2[cH:74][cH:75][cH:76][cH:77][cH:78]2)[P:79]([c:80]2[cH:81][cH:82][cH:83][cH:84][cH:85]2)([c:86]2[cH:87][cH:88][cH:89][cH:90][cH:91]2)[c:92]2[cH:93][cH:94][cH:95][cH:96][cH:97]2)([c:98]2[cH:99][cH:100][cH:101][cH:102][cH:103]2)[c:104]2[cH:105][cH:106][cH:107][cH:108][cH:109]2)[cH:110][cH:111]1.[s:10]1[c:11]([B:15]([OH:16])[OH:17])[cH:12][cH:13][cH:14]1>>[c:2]1(-[c:11]2[s:10][cH:14][cH:13][cH:12]2)[cH:3][cH:4][c:5]([CH:6]=[O:7])[cH:8][cH:9]1. Starting materials: NC1=CC=C(C=N1)O[C@H]1C2CN3CC(CC1C3)C2 ((4s)-4-(6-Aminopyridin-3-yloxy)-1-azatricyclo[3.3.1.13,7]decane), Cl.O1CCOCC1 (HCl dioxane). Yields the product Cl.Cl.NC1=CC=C(C=N1)O[C@H]1C2CN3CC(CC1C3)C2 ((4s)-4-(6-Aminopyridin-3-yloxy)-1-azatricyclo[3.3.1.13,7]decane dihydrochloride). As a reaction SMILES: [NH2:1][C:2]1[N:7]=[CH:6][C:5]([O:8][C@@H:9]2[CH:16]3[CH2:17][N:12]4[CH2:13][CH:14]([CH2:18][CH:10]2[CH2:11]4)[CH2:15]3)=[CH:4][CH:3]=1.[ClH:19].O1CCOCC1>>[ClH:19].[ClH:19].[NH2:1][C:2]1[N:7]=[CH:6][C:5]([O:8][C@@H:9]2[CH:16]3[CH2:17][N:12]4[CH2:13][CH:14]([CH2:18][CH:10]2[CH2:11]4)[CH2:15]3)=[CH:4][CH:3]=1 |f:1.2,3.4.5|. Procedure details: Prepared from the product of Example 17A (81 mg, 0.33 mmol) and HCl-dioxane (160 μL, 0.66 mmol; Aldrich, 4.0 M) according to Method H: 1H NMR (300 MHz, methanol-D4) δ ppm 1.92 (d, J=12.2 Hz, 2H), 2.19 (s, 1H), 2.34 (d, J=13.2 Hz, 2H), 2.46 (s, 2H), 3.56 (s, 2H), 3.58-3.74 (m, 4H), 4.77 (t, J=3.2 Hz, 1H), 7.04 (dd, J=9.5, 0.7 Hz, 1H), 7.73 (dd, J=3.1, 0.7 Hz, 1H), 7.89 (dd, J=9.5, 2.7 Hz, 1H). MS (+ESI) m/z=246 (M+H)+. Anal. Calcd. for C14H19N3O.2HCl.0.5H2O: C, 51.38; H, 6.78; N, 12.84. Found: C,... Reactants: aqueous solution, [OH-].[Na+] (sodium hydroxide), C(C)OC(C(NC(=O)C1=NN=C2N1N=C(C=C2)NCCCN2CCC(CC2)OC(C2=CC=CC=C2)C2=CC=CC=C2)(C)C)=O (N-[6-[3-[4-(diphenylmethoxy)piperidino]propylamino][1,2,4]triazolo[4,3-b]pyridazine-3-carbonyl]-2,2-dimethylglycine ethyl ester). Run in C(C)O (ethanol). Reaction conditions: time 17 hour. Yields the product C1(=CC=CC=C1)C(OC1CCN(CC1)CCCNC=1C=CC=2N(N1)C(=NN2)C(=O)NC(C(=O)O)(C)C)C2=CC=CC=C2 (N-[6-[3-[4-(Diphenylmethoxy)piperidino]propylamino][1,2,4]triazolo[4,3-b]pyridazine-3-carbonyl]-2,2-dimethylglycine). Isolated yield 77.1%. As a reaction SMILES: C([O:3][C:4](=[O:44])[C:5]([CH3:43])([CH3:42])[NH:6][C:7]([C:9]1[N:13]2[N:14]=[C:15]([NH:18][CH2:19][CH2:20][CH2:21][N:22]3[CH2:27][CH2:26][CH:25]([O:28][CH:29]([C:36]4[CH:41]=[CH:40][CH:39]=[CH:38][CH:37]=4)[C:30]4[CH:35]=[CH:34][CH:33]=[CH:32][CH:31]=4)[CH2:24][CH2:23]3)[CH:16]=[CH:17][C:12]2=[N:11][N:10]=1)=[O:8])C.[OH-].[Na+]>C(O)C>[C:36]1([CH:29]([C:30]2[CH:35]=[CH:34][CH:33]=[CH:32][CH:31]=2)[O:28][CH:25]2[CH2:24][CH2:23][N:22]([CH2:21][CH2:20][CH2:19][NH:18][C:15]3[CH:16]=[CH:17][C:12]4[N:13]([C:9]([C:7]([NH:6][C:5]([CH3:43])([CH3:42])[C:4]([OH:44])=[O:3])=[O:8])=[N:10][N:11]=4)[N:14]=3)[CH2:27][CH2:26]2)[CH:41]=[CH:40][CH:39]=[CH:38][CH:37]=1 |f:1.2|. Procedure: 830 mg of N-[6-[3-[4-(diphenylmethoxy)piperidino]propylamino][1,2,4]triazolo[4,3-b]pyridazine-3-carbonyl]-2,2-dimethylglycine ethyl ester was dissolved in 10 ml of ethanol; 3.2 ml of a 1 N aqueous solution of sodium hydroxide was added, followed by stirring at room temperature for 17 hours. After the ethanol was distilled off, 1 N hydrochloric acid was added to reach pH 4.5. The precipitated crystal was collected by filtration, washed with water and ethanol, and dried, to yield 610 mg of the tit...